Dataset: the Open Reaction Database (ORD), a public repository of structured organic reaction records. Task: describe an organic reaction: reactants, conditions, products, and yield The reactants are C(C1=CC=CC=C1)(C1=CC=CC=C1)(C1=CC=CC=C1)NC=1SC=C(N1)/C(/C(=O)OCC)=N/OCCCCNC(=O)OC(C)(C)C (ethyl 2-(2-tritylaminothiazol-4-yl)-(Z)-2-(4-tert-butoxycarbonylaminobutoxyimino)acetate), [OH-].[Na+] (sodium hydroxide), CCOCC (ether). Solvent: C(C)O (ethanol), O1CCOCC1 (dioxane). Run at time 10 hour. The product is C(C1=CC=CC=C1)(C1=CC=CC=C1)(C1=CC=CC=C1)NC=1SC=C(N1)/C(/C(=O)O)=N/OCCCCNC(=O)OC(C)(C)C (2-(2-tritylaminothiazol-4-yl)-(Z)- 2-(4-tert-butoxycarbonylaminobutoxyimino)acetic acid). The yield is 94.1%. Reaction SMILES: [C:1]([NH:20][C:21]1[S:22][CH:23]=[C:24](/[C:26](=[N:32]/[O:33][CH2:34][CH2:35][CH2:36][CH2:37][NH:38][C:39]([O:41][C:42]([CH3:45])([CH3:44])[CH3:43])=[O:40])/[C:27]([O:29]CC)=[O:28])[N:25]=1)([C:14]1[CH:19]=[CH:18][CH:17]=[CH:16][CH:15]=1)([C:8]1[CH:13]=[CH:12][CH:11]=[CH:10][CH:9]=1)[C:2]1[CH:7]=[CH:6][CH:5]=[CH:4][CH:3]=1.[OH-].[Na+].CCOCC>C(O)C.O1CCOCC1>[C:1]([NH:20][C:21]1[S:22][CH:23]=[C:24](/[C:26](=[N:32]/[O:33][CH2:34][CH2:35][CH2:36][CH2:37][NH:38][C:39]([O:41][C:42]([CH3:45])([CH3:44])[CH3:43])=[O:40])/[C:27]([OH:29])=[O:28])[N:25]=1)([C:2]1[CH:7]=[CH:6][CH:5]=[CH:4][CH:3]=1)([C:8]1[CH:9]=[CH:10][CH:11]=[CH:12][CH:13]=1)[C:14]1[CH:19]=[CH:18][CH:17]=[CH:16][CH:15]=1 |f:1.2|. Procedure: In a mixture of 50 ml of ethanol and 7.1 ml of dioxane is dissolved 4.46 g of ethyl 2-(2-tritylaminothiazol-4-yl)-(Z)-2-(4-tert-butoxycarbonylaminobutoxyimino)acetate, followed by addition of 7.1 ml of 2 N-aqueous sodium hydroxide solution. The mixture is stirred at room temperature for 10 hours. To this reaction mixture was added 500 ml of ether and the resulting precipitates are collected by filtration. The precipitate is dissolved in water and under ice-cooling the solution is adjusted to p 2...